This data is from the Open Reaction Database (ORD), a public repository of structured organic reaction records. The task is: describe an organic reaction: reactants, conditions, products, and yield The reactants are C1=CC=C(C=C1)P(C2=CC=CC=C2)C3=CC=CC=C3 (Ph3P), NC1=NC=CC=C1I (2-amino-3-iodpyridine), OB(C=1SC2=C(C1)C=C(C=C2)C(=O)O)O (2-(dihydroxyboryl)-1-benzothiophene-5-carboxylic acid), C([O-])([O-])=O.[Na+].[Na+] (sodium carbonate). The reagents and catalysts are CC(=O)[O-].CC(=O)[O-].[Pd+2] (Pd(OAc)2). Run in O1CCOCC1 (dioxane). Reaction conditions: temperature 50 celsius, time 30 minute. Product: NC1=NC=CC=C1C=1SC2=C(C1)C=C(C=C2)C(=O)O (2-(2-aminopyridin-3-yl)-1-benzothiophene-5-carboxylic acid). Reaction SMILES: [NH2:1][C:2]1[C:7](I)=[CH:6][CH:5]=[CH:4][N:3]=1.OB(O)[C:11]1[S:12][C:13]2[CH:19]=[CH:18][C:17]([C:20]([OH:22])=[O:21])=[CH:16][C:14]=2[CH:15]=1.C(=O)([O-])[O-].[Na+].[Na+].C1C=CC(P(C2C=CC=CC=2)C2C=CC=CC=2)=CC=1>O1CCOCC1.CC([O-])=O.CC([O-])=O.[Pd+2]>[NH2:1][C:2]1[C:7]([C:11]2[S:12][C:13]3[CH:19]=[CH:18][C:17]([C:20]([OH:22])=[O:21])=[CH:16][C:14]=3[CH:15]=2)=[CH:6][CH:5]=[CH:4][N:3]=1 |f:2.3.4,7.8.9|. Procedure details: To the degassed mixture of 2-amino-3-iodpyridine (1.12 g, 5.09 mmol, 1 eq), 2-(dihydroxyboryl)-1-benzothiophene-5-carboxylic acid, [2-(dihydroxyboryl)-1-benzothiophene-5-carboxylic acid (1.3 g, 1.15 eq)], and aqueous sodium carbonate (2M, 7.6 mL, 3 eq) in dioxane (10 mL) was added Ph3P (267 mg, 0.2 eq) and Pd(OAc)2 (114.3 mg, 0.1 eq). The mixture was heated to 50° C. with vigorous stirring for 30 minutes. The yellow mixture was then partitioned between aq NH4Cl and MeOH—CHCl3 (1:5). Some solids ... Starting materials: C(C)OC(=O)C=1N(C2=CC=C(C=C2C1)OCC1=C(C=CC=C1Cl)Cl)CCCC#N (1-(3-cyanopropyl)-5-(2,6-dichlorobenzyloxy)-1H-indole-2-carboxylic acid ethyl ester), N(=[N+]=[N-])[Si](C)(C)C (azidotrimethylsilane), C(CCC)[Sn](CCCC)=O (dibutyltin oxide). Run in C1(=CC=CC=C1)C (toluene). Product: C(C)OC(=O)C=1N(C2=CC=C(C=C2C1)OCC1=C(C=CC=C1Cl)Cl)CCCC1=NN=NN1 (5-(2,6-Dichlorobenzyloxy)-1-[3-(1H-tetrazol-5-yl)propyl]-1H-indole-2-carboxylic Acid Ethyl Ester). Yield: 88.0%. RXN SMILES: [CH2:1]([O:3][C:4]([C:6]1[N:7]([CH2:25][CH2:26][CH2:27][C:28]#[N:29])[C:8]2[C:13]([CH:14]=1)=[CH:12][C:11]([O:15][CH2:16][C:17]1[C:22]([Cl:23])=[CH:21][CH:20]=[CH:19][C:18]=1[Cl:24])=[CH:10][CH:9]=2)=[O:5])[CH3:2].[N:30]([Si](C)(C)C)=[N+:31]=[N-:32].C([Sn](=O)CCCC)CCC>C1(C)C=CC=CC=1>[CH2:1]([O:3][C:4]([C:6]1[N:7]([CH2:25][CH2:26][CH2:27][C:28]2[NH:32][N:31]=[N:30][N:29]=2)[C:8]2[C:13]([CH:14]=1)=[CH:12][C:11]([O:15][CH2:16][C:17]1[C:18]([Cl:24])=[CH:19][CH:20]=[CH:21][C:22]=1[Cl:23])=[CH:10][CH:9]=2)=[O:5])[CH3:2]. Procedure: To a solution of 1-(3-cyanopropyl)-5-(2,6-dichlorobenzyloxy)-1H-indole-2-carboxylic acid ethyl ester (0.60 g, 1.39 mmol) in toluene (30 mL) was added azidotrimethylsilane (0.55 mL, 4.17 mmol) and dibutyltin oxide (0.10 g, 0.42 mmol). The reaction mixture was heated and stirred under argon at reflux temperature for 40 h. The solution was cooled and the toluene removed under reduced pressure. Methanol was then added and removed under reduced pressure. Ethyl acetate was added and the reaction mixtu... The reactants are COC(=O)C(Cc1ccccc1)CS(=O)(=O)N1CCN(Cc2ccccc2)CC1, ClCCl, Cl. Yields the product COC(=O)C(Cc1ccccc1)CS(=O)(=O)N1CCNCC1, Cl. RXN SMILES: [CH2:1]([c:2]1[cH:3][cH:4][cH:5][cH:6][cH:7]1)[CH:8]([C:9](=[O:10])[O:11][CH3:12])[CH2:13][S:14](=[O:15])(=[O:16])[N:17]1[CH2:18][CH2:19][N:20]([CH2:23][c:24]2[cH:25][cH:26][cH:27][cH:28][cH:29]2)[CH2:21][CH2:22]1.[CH2:31]([Cl:32])[Cl:33].[ClH:30]>>[CH2:1]([c:2]1[cH:3][cH:4][cH:5][cH:6][cH:7]1)[CH:8]([C:9](=[O:10])[O:11][CH3:12])[CH2:13][S:14](=[O:15])(=[O:16])[N:17]1[CH2:18][CH2:19][NH:20][CH2:21][CH2:22]1.[ClH:30]. Starting materials: COC(=O)CC1C(C(CC1)O)C\C=C/CC (3-methoxycarbonylmethyl-2-(cis-2-pentenyl)-cyclopentanol). Solvent: C(Cl)Cl (methylene chloride). Reaction conditions: temperature 18 celsius, time 12 hour. The product is COC(=O)CC1C(C(CC1)=O)C\C=C/CC (3-methoxycarbonylmethyl-2-(cis-2-pentenyl)-cyclopentanone). RXN SMILES: [CH3:1][O:2][C:3]([CH2:5][CH:6]1[CH2:10][CH2:9][CH:8]([OH:11])[CH:7]1[CH2:12]/[CH:13]=[CH:14]\[CH2:15][CH3:16])=[O:4]>C(Cl)Cl>[CH3:1][O:2][C:3]([CH2:5][CH:6]1[CH2:10][CH2:9][C:8](=[O:11])[CH:7]1[CH2:12]/[CH:13]=[CH:14]\[CH2:15][CH3:16])=[O:4]. Procedure: A 150 mg quantity of 3-methoxycarbonylmethyl-2-(cis-2-pentenyl)-cyclopentanol is dissolved in 10 ml of methylene chloride. A 2 ml quantity of chromic acid solution of 2 M concentration is added dropwise to the solution. The mixture is stirred at about 18° C. for 12 hours and thereafter extracted with ethyl acetate. The extract is washed with aqueous solution of sodium chloride, dried and concentrated. The residue is purified with a silica gel column and distilled in a vacuum, affording 3-methoxy... The reactants are N1(CCCC1)C1(COC1)C#N (3-Pyrrolidin-1-yl-oxetane-3-carbonitrile), C1(CCC1)=O (cyclobutanone), N1CCOCC1 (morpholine). The product is N1(CCOCC1)C1(CCC1)C#N (1-Morpholin-4-yl-cyclobutanecarbonitrile). Reaction SMILES: [N:1]1([C:6]2(C#N)[CH2:9][O:8][CH2:7]2)[CH2:5]CCC1.[C:12]1(=O)[CH2:15][CH2:14][CH2:13]1.[NH:17]1CCOC[CH2:18]1>>[N:1]1([C:12]2([C:18]#[N:17])[CH2:15][CH2:14][CH2:13]2)[CH2:5][CH2:7][O:8][CH2:9][CH2:6]1. Procedure details: The title compound, light yellow liquid, was prepared in accordance with the general method of intermediate A from cyclobutanone and morpholine.